Task: describe an organic reaction: reactants, conditions, products, and yield. Dataset: the Open Reaction Database (ORD), a public repository of structured organic reaction records Reactants: ClC1=NN=C(C2=C1C=C1C=CC=CN21)C (1-chloro-4-methylpyridazino[4,5-b]indolizine), NCC1N(CCC1)CC (2-(aminomethyl)-1-ethylpyrrolidine). Product: C(C)N1C(CCC1)CNC=1N=NC(=C2C1C=C1C=CC=CN21)C (N-[(1-Ethyl-2-pyrrolidinyl)methyl]-4-methylpyridazino[4,5-b]-indolizin-1-amine). Reaction SMILES: Cl[C:2]1[C:7]2[CH:8]=[C:9]3[N:14]([C:6]=2[C:5]([CH3:15])=[N:4][N:3]=1)[CH:13]=[CH:12][CH:11]=[CH:10]3.[NH2:16][CH2:17][CH:18]1[CH2:22][CH2:21][CH2:20][N:19]1[CH2:23][CH3:24]>>[CH2:23]([N:19]1[CH2:20][CH2:21][CH2:22][CH:18]1[CH2:17][NH:16][C:2]1[N:3]=[N:4][C:5]([CH3:15])=[C:6]2[N:14]3[C:9]([CH:10]=[CH:11][CH:12]=[CH:13]3)=[CH:8][C:7]=12)[CH3:24]. Procedure details: Following the procedure of Example 1, reaction of one equivalent of 1-chloro-4-methylpyridazino[4,5-b]indolizine and 27 equivalents of 2-(aminomethyl)-1-ethylpyrrolidine gave the title compound as the free base which was converted to the dihydrochloride salt, mp. 128° C. (dec.). The reactants are COC(=O)c1ccc(C#CCN(C)C)cc1Cl, CCOCC, ClCCl, O=C(OO)c1cccc(Cl)c1. Yields the product COC(=O)c1ccc(CC=CN(C)C)cc1Cl. Reaction SMILES: [CH3:12][O:13][C:14]([c:15]1[c:16]([Cl:27])[cH:17][c:18]([C:21]#[C:22][CH2:23][N:24]([CH3:25])[CH3:26])[cH:19][cH:20]1)=[O:28].[CH3:29][CH2:30][O:31][CH2:32][CH3:33].[Cl:34][CH2:35][Cl:36].[OH:1][O:2][C:3]([c:4]1[cH:5][c:6]([Cl:7])[cH:8][cH:9][cH:10]1)=[O:11]>>[CH3:12][O:13][C:14]([c:15]1[c:16]([Cl:27])[cH:17][c:18]([CH2:21][CH:22]=[CH:23][N:24]([CH3:25])[CH3:26])[cH:19][cH:20]1)=[O:28]. The reactants are ClC=1C=2N(C=CN1)C=NC2C2=CC=C(C=C2)OC2=CC=CC=C2 (8-chloro-1-(4-phenoxy-phenyl)-imidazo[1,5-a]pyrazine), C1CC(=O)N(C1=O)Br (NBS). Run in CN(C)C=O (DMF). Run at time 2 hour. Product: BrC1=NC(=C2N1C=CN=C2Cl)C2=CC=C(C=C2)OC2=CC=CC=C2 (3-Bromo-8-chloro-1-(4-phenoxy-phenyl)-imidazo[1,5-a]pyrazine). RXN SMILES: [Cl:1][C:2]1[C:3]2[N:4]([CH:8]=[N:9][C:10]=2[C:11]2[CH:16]=[CH:15][C:14]([O:17][C:18]3[CH:23]=[CH:22][CH:21]=[CH:20][CH:19]=3)=[CH:13][CH:12]=2)[CH:5]=[CH:6][N:7]=1.C1C(=O)N([Br:31])C(=O)C1>CN(C=O)C>[Br:31][C:8]1[N:4]2[CH:5]=[CH:6][N:7]=[C:2]([Cl:1])[C:3]2=[C:10]([C:11]2[CH:12]=[CH:13][C:14]([O:17][C:18]3[CH:23]=[CH:22][CH:21]=[CH:20][CH:19]=3)=[CH:15][CH:16]=2)[N:9]=1. Procedure: To a solution of 8-chloro-1-(4-phenoxy-phenyl)-imidazo[1,5-a]pyrazine (2.10 g, 6.5 mmol) in DMF (12 mL) at 0° C. was added NBS (1.40 g, 7.84 mmol) and stirred for 2 h. DMF was removed under pressure and added water (75 mL). Solid formed was extracted with EtOAc (3×50 mL), washed with water (40 mL) and dried (Na2SO4). Evaporation of solvent gave crude material, which was purified by column chromatography on silica gel using CH2Cl2/MeOH (98:2). Yield: 2.05 g (77%); 1H NMR (CDCl3, 300 MHz) δ 7.11-7... Starting materials: ice, FC(C1=CC=C(C=C1)CCCO)(F)F (3-(4-trifluoromethyl-phenyl)-propan-1-ol), [Cr](=O)(=O)([O-])Cl.[NH+]1=CC=CC=C1 (pyridinium chlorochromate). Run in C(Cl)Cl (DCM), C(Cl)Cl (DCM). Conditions: time 3 hour. Product: FC(C1=CC=C(C=C1)CCC=O)(F)F (3-(4-trifluoromethyl-phenyl)-propionaldehyde). As a reaction SMILES: [Cr](Cl)([O-])(=O)=O.[NH+]1C=CC=CC=1.[F:12][C:13]([F:25])([F:24])[C:14]1[CH:19]=[CH:18][C:17]([CH2:20][CH2:21][CH2:22][OH:23])=[CH:16][CH:15]=1>C(Cl)Cl>[F:12][C:13]([F:24])([F:25])[C:14]1[CH:15]=[CH:16][C:17]([CH2:20][CH2:21][CH:22]=[O:23])=[CH:18][CH:19]=1 |f:0.1|. Procedure: To an ice-cooled orange suspension of pyridinium chlorochromate (3.659 g; 16.896 mmol) in anhydrous DCM (20 ml) was added dropwise a solution of 3-(4-trifluoromethyl-phenyl)-propan-1-ol (2.300 g; 11.264 mmol) in anhydrous DCM (35 ml). The resulting black suspension was allowed to warm-up to rt and was stirred under nitrogen for 3 h. The reaction mixture was directly filtered over silicagel using DCM. After concentration to dryness under reduced pressure, the product 3-(4-trifluoromethyl-phenyl)-... The reactants are [N+](=O)([O-])C1=C(C=CC(=C1)[N+](=O)[O-])F (2,4-dinitrofluorobenzene), C(C)(C)(C)C1=CC(=NO1)O (5-t-butyl-3-hydroxyisoxazole), C([O-])([O-])=O.[K+].[K+] (potassium carbonate). Run in CN(C=O)C (dimethylformamide). Run at time 30 minute. The product is C(C)(C)(C)C1=CC(N(O1)C1=C(C=C(C=C1)[N+](=O)[O-])[N+](=O)[O-])=O (5-t-butyl-2-(2,4-dinitrophenyl)-4-isoxazolin-3-one). Isolated yield 31.1%. As a reaction SMILES: [N+:1]([C:4]1[CH:9]=[C:8]([N+:10]([O-:12])=[O:11])[CH:7]=[CH:6][C:5]=1F)([O-:3])=[O:2].[C:14]([C:18]1[O:22][N:21]=[C:20]([OH:23])[CH:19]=1)([CH3:17])([CH3:16])[CH3:15].C(=O)([O-])[O-].[K+].[K+]>CN(C)C=O>[C:14]([C:18]1[O:22][N:21]([C:5]2[CH:6]=[CH:7][C:8]([N+:10]([O-:12])=[O:11])=[CH:9][C:4]=2[N+:1]([O-:3])=[O:2])[C:20](=[O:23])[CH:19]=1)([CH3:17])([CH3:16])[CH3:15] |f:2.3.4|. Reported procedure: After mixing 3.7 g of 2,4-dinitrofluorobenzene, 20 ml of dimethylformamide, 2.9 g of 5-t-butyl-3-hydroxyisoxazole, and 2.8 g of potassium carbonate, the reaction was performed for 30 minutes at 80° C. and after cooling the reaction mixture, the product formed was extracted with a mixture of diethyl ether and ethyl acetate. The solvent was distilled off from the extract under reduced pressure and the residue obtained was crystallized from a mixture of diethyl ether and ethyl acetate to provide 1....